Dataset: the Open Reaction Database (ORD), a public repository of structured organic reaction records. Task: describe an organic reaction: reactants, conditions, products, and yield The reactants are CNN, CCO, O=[N+]([O-])c1ccc(N=C=S)c(Cl)c1. Product: CN(N)C(=S)Nc1ccc([N+](=O)[O-])cc1Cl. Reaction SMILES: [CH3:14][NH:15][NH2:16].[CH3:17][CH2:18][OH:19].[Cl:1][c:2]1[c:3]([N:11]=[C:12]=[S:13])[cH:4][cH:5][c:6]([N+:8](=[O:9])[O-:10])[cH:7]1>>[Cl:1][c:2]1[c:3]([NH:11][C:12](=[S:13])[N:15]([CH3:14])[NH2:16])[cH:4][cH:5][c:6]([N+:8](=[O:9])[O-:10])[cH:7]1. Starting materials: CN(C)c1ccncc1, CCOC(C)=O, CCN(C(C)C)C(C)C, CCOC(=O)Cn1c2c(c3ccccc31)CC(C(=O)Cl)CC2, ClCCl, CC(O)c1ccccc1. The product is CCOC(=O)Cn1c2c(c3ccccc31)CC(C(=O)OC(C)c1ccccc1)CC2. As a reaction SMILES: [CH3:44][N:45]([c:46]1[cH:47][cH:48][n:49][cH:50][cH:51]1)[CH3:52].[CH3:53][CH2:54][O:55][C:56]([CH3:57])=[O:58].[CH:32]([N:33]([CH2:34][CH3:35])[CH:36]([CH3:37])[CH3:38])([CH3:39])[CH3:40].[Cl:1][C:2](=[O:3])[CH:4]1[CH2:5][CH2:6][c:7]2[n:8]([CH2:17][C:18](=[O:19])[O:20][CH2:21][CH3:22])[c:9]3[cH:10][cH:11][cH:12][cH:13][c:14]3[c:15]2[CH2:16]1.[Cl:41][CH2:42][Cl:43].[c:23]1([CH:29]([CH3:30])[OH:31])[cH:24][cH:25][cH:26][cH:27][cH:28]1>>[C:2](=[O:3])([CH:4]1[CH2:5][CH2:6][c:7]2[n:8]([CH2:17][C:18](=[O:19])[O:20][CH2:21][CH3:22])[c:9]3[cH:10][cH:11][cH:12][cH:13][c:14]3[c:15]2[CH2:16]1)[O:31][CH:29]([c:23]1[cH:24][cH:25][cH:26][cH:27][cH:28]1)[CH3:30]. Starting materials: OC1CN(CCC1C1=CC=C(C=C1)OCCCOCC1=C(C=CC=C1)OC)C(=O)OC(C)(C)C (tert-butyl 3-hydroxy-4-{4-[3-(2-methoxybenzyloxy)propoxy]phenyl}piperidine-1-carboxylate), ClCC=1C=CC2=C(N(C(CS2)=O)CCCOC)C1 (6-chloromethyl-4-(3-methoxypropyl)-4H-benzo[1,4]thiazin-3-one). The product is COC1=C(COCCCOC2=CC=C(C=C2)C2C(CNCC2)OCC=2C=CC3=C(N(CCS3)CCCOC)C2)C=CC=C1 (6-(4-{4-[3-(2-Methoxybenzyloxy)propoxy]phenyl}piperidin-3-yloxymethyl)-4-(3-methoxypropyl)-3,4-dihydro-2H-benzo[1,4]thiazine). Reaction SMILES: [OH:1][CH:2]1[CH:7]([C:8]2[CH:13]=[CH:12][C:11]([O:14][CH2:15][CH2:16][CH2:17][O:18][CH2:19][C:20]3[CH:25]=[CH:24][CH:23]=[CH:22][C:21]=3[O:26][CH3:27])=[CH:10][CH:9]=2)[CH2:6][CH2:5][N:4](C(OC(C)(C)C)=O)[CH2:3]1.Cl[CH2:36][C:37]1[CH:38]=[CH:39][C:40]2[S:45][CH2:44][C:43](=O)[N:42]([CH2:47][CH2:48][CH2:49][O:50][CH3:51])[C:41]=2[CH:52]=1>>[CH3:27][O:26][C:21]1[CH:22]=[CH:23][CH:24]=[CH:25][C:20]=1[CH2:19][O:18][CH2:17][CH2:16][CH2:15][O:14][C:11]1[CH:12]=[CH:13][C:8]([CH:7]2[CH2:6][CH2:5][NH:4][CH2:3][CH:2]2[O:1][CH2:36][C:37]2[CH:38]=[CH:39][C:40]3[S:45][CH2:44][CH2:43][N:42]([CH2:47][CH2:48][CH2:49][O:50][CH3:51])[C:41]=3[CH:52]=2)=[CH:9][CH:10]=1. Reported procedure: Analogously to Method D, 0.570 g of tert-butyl 3-hydroxy-4-{4-[3-(2-methoxybenzyloxy)propoxy]phenyl}piperidine-1-carboxylate and 0.359 g of 6-chloromethyl-4-(3-methoxypropyl)-4H-benzo[1,4]thiazin-3-one are reacted. The title compound is obtained as a colourless oil. Rf=0.27 (1:1 EtOAc-heptane); Rt=6.14. The reactants are S(=O)([O-])[O-].[Na+].[Na+] (sodium sulfite), C([O-])([O-])=O.[K+].[K+] (Potassium carbonate), [I-] (iodide), FC1=C2C(C=C(NC2=C(C=C1)OCCC)C(F)(F)F)=O (5-fluoro-8-propoxy-2-trifluoromethyl-1H-quinolin-4-one). Yield: 54.7%. Procedure: Potassium carbonate (3.73 g, 27 mmol) and iodide (6.85 g, 27 mmol) were added to a DMF solution (20 ml) of 5-fluoro-8-propoxy-2-trifluoromethyl-1H-quinolin-4-one (6.0 g, 20.7 mmol) in that order, and the resulting mixture was stirred at room temperature for 1.5 hours. A saturated sodium sulfite aqueous solution (20 ml) and ethyl acetate were added to the reaction mixture, and the precipitated solid was collected by filtration. The filtrate was washed with water, and then dried over anhydrous sod... Reaction SMILES: C(=O)([O-])[O-].[K+].[K+].[I-:7].[F:8][C:9]1[CH:18]=[CH:17][C:16]([O:19][CH2:20][CH2:21][CH3:22])=[C:15]2[C:10]=1[C:11](=[O:27])[CH:12]=[C:13]([C:23]([F:26])([F:25])[F:24])[NH:14]2.S([O-])([O-])=O.[Na+].[Na+]>C(OCC)(=O)C.CN(C=O)C>[F:8][C:9]1[CH:18]=[CH:17][C:16]([O:19][CH2:20][CH2:21][CH3:22])=[C:15]2[C:10]=1[C:11](=[O:27])[C:12]([I:7])=[C:13]([C:23]([F:25])([F:26])[F:24])[NH:14]2 |f:0.1.2,5.6.7|. Run at time 1.5 hour. The product is FC1=C2C(C(=C(NC2=C(C=C1)OCCC)C(F)(F)F)I)=O (5-fluoro-3-iodo-8-propoxy-2-trifluoromethyl-1H-quinolin-4-one). Solvent: C(C)(=O)OCC (ethyl acetate), CN(C)C=O (DMF). The reactants are Cl.ClC1=NC=NC2=CC(=CC=C12)OCCOC (4-chloro-7-(2-methoxyethoxy)quinazoline hydrochloride), FC1=C(N)C=C(C(=C1)C)O (2-fluoro-5-hydroxy4-methylaniline). Run in CC(CCC)O (2-pentanol). The product is Cl.FC1=C(NC2=NC=NC3=CC(=CC=C23)OCCOC)C=C(C(=C1)C)O (4-(2-fluoro-5-hydroxy-4-methylanilino)-7-(2-methoxyethoxy)quinazoline hydrochloride). Isolated yield 77.7%. RXN SMILES: Cl.[Cl:2][C:3]1[C:12]2[C:7](=[CH:8][C:9]([O:13][CH2:14][CH2:15][O:16][CH3:17])=[CH:10][CH:11]=2)[N:6]=[CH:5][N:4]=1.[F:18][C:19]1[CH:25]=[C:24]([CH3:26])[C:23]([OH:27])=[CH:22][C:20]=1[NH2:21]>CC(O)CCC>[ClH:2].[F:18][C:19]1[CH:25]=[C:24]([CH3:26])[C:23]([OH:27])=[CH:22][C:20]=1[NH:21][C:3]1[C:12]2[C:7](=[CH:8][C:9]([O:13][CH2:14][CH2:15][O:16][CH3:17])=[CH:10][CH:11]=2)[N:6]=[CH:5][N:4]=1 |f:0.1,4.5|. Procedure details: A solution of 4-chloro-7-(2-methoxyethoxy)quinazoline hydrochloride (275 mg, 1 mmol) and 2-fluoro-5-hydroxy4-methylaniline (170 mg, 1.2 mmol), (prepared as described for the starting material in Example 8), in 2-pentanol (5 ml) was heated at reflux for 2 hours. The mixture was allowed to cool and the precipitate was collected by filtration, washed with isopropanol and ether, and dried under vacuum at 70° C. to give 4-(2-fluoro-5-hydroxy-4-methylanilino)-7-(2-methoxyethoxy)quinazoline hydrochlori... Reagents/catalysts: [Ni] (nickel). The yield is 88.5%. Run at temperature 65 celsius, time 2 hour. Run in C(C)N(CC)CC (triethylamine). Reactants: ClC1OC(=O)C2=CC=CC=C12 (3-chlorophthalide), O1CCCC1 (tetrahydrofuran). Procedure: A 1-liter lift magnet autoclave is charged with 110 g of 3-chlorophthalide, 10 g of nickel catalyst RCH 55/10 (commercial product of Farbwerke Hoechst AG) and 400 ml of tetrahydrofuran to which 66 g of triethylamine is added. After purging the air with nitrogen, hydrogen is pumped in to a pressure of 10 bars, and the temperature is raised, with stirring, to 65° C. The hydrogen consumption is compensated by additions in the range between 10 and 20 bars for a period of 41/2 hours. After the absorp... Reaction SMILES: Cl[CH:2]1[C:11]2[C:6](=[CH:7][CH:8]=[CH:9][CH:10]=2)[C:4](=[O:5])[O:3]1.O1CCCC1>[Ni].C(N(CC)CC)C>[C:4]1([C:6]2[C:11](=[CH:10][CH:9]=[CH:8][CH:7]=2)[CH2:2][O:3]1)=[O:5]. The product is C1(=O)OCC2=CC=CC=C12 (phthalide). The reactants are O=C([O-])[O-], CC12CC(O)C3c4ccc(O)cc4CCC3C1CC1OCCOC12, CO, CI, [K+], [K+], O. Yields the product COc1ccc2c(c1)CCC1C2C(O)CC2(C)C1CC1OCCOC12. As a reaction SMILES: [C:25](=[O:26])([O-:27])[O-:28].[CH2:1]1[O:2][CH:3]2[C:4]3([CH3:5])[CH:6]([CH2:7][CH:8]2[O:9][CH2:10]1)[CH:11]1[CH2:12][CH2:13][c:14]2[cH:15][c:16]([OH:24])[cH:17][cH:18][c:19]2[CH:20]1[CH:21]([OH:23])[CH2:22]3.[CH3:32][OH:33].[CH3:34][I:35].[K+:29].[K+:30].[OH2:31]>>[CH2:1]1[O:2][CH:3]2[C:4]3([CH3:5])[CH:6]([CH2:7][CH:8]2[O:9][CH2:10]1)[CH:11]1[CH2:12][CH2:13][c:14]2[cH:15][c:16]([O:24][CH3:25])[cH:17][cH:18][c:19]2[CH:20]1[CH:21]([OH:23])[CH2:22]3. Starting materials: ClC1=CC=C(C=C1)CC(=O)NC=1C=NC=C(C1)C(=O)C1=CNC=2N=CN=CC21 (2-(4-Chlorophenyl)-N-[5-(7H-pyrrolo[2,3-d]pyrimidin-5-ylcarbonyl)pyridin-3-yl]acetamide), BrC(C(=O)OC)C (methyl 2-bromopropionate), C([O-])([O-])=O.[Cs+].[Cs+] (cesium carbonate). Product: ClC1=CC=C(C=C1)CC(=O)NC=1C=C(C=NC1)C(=O)C1=CN(C=2N=CN=CC21)C(C(=O)OC)C (racemic Methyl 2-{5-[(5-{[(4-chlorophenyl)acetyl]amino}pyridin-3-yl)carbonyl]-7H-pyrrolo[2,3-d]pyrimidin-7-yl}propanoate). RXN SMILES: [Cl:1][C:2]1[CH:7]=[CH:6][C:5]([CH2:8][C:9]([NH:11][C:12]2[CH:13]=[N:14][CH:15]=[C:16]([C:18]([C:20]3[C:28]4[CH:27]=[N:26][CH:25]=[N:24][C:23]=4[NH:22][CH:21]=3)=[O:19])[CH:17]=2)=[O:10])=[CH:4][CH:3]=1.Br[CH:30]([CH3:35])[C:31]([O:33][CH3:34])=[O:32].C(=O)([O-])[O-].[Cs+].[Cs+]>>[Cl:1][C:2]1[CH:7]=[CH:6][C:5]([CH2:8][C:9]([NH:11][C:12]2[CH:17]=[C:16]([C:18]([C:20]3[C:28]4[CH:27]=[N:26][CH:25]=[N:24][C:23]=4[N:22]([CH:30]([CH3:35])[C:31]([O:33][CH3:34])=[O:32])[CH:21]=3)=[O:19])[CH:15]=[N:14][CH:13]=2)=[O:10])=[CH:4][CH:3]=1 |f:2.3.4|. Procedure details: The title compound was prepared according to the method described for Example 229 using 2-(4-chlorophenyl)-N-[5-(7H-pyrrolo[2,3-d]pyrimidin-5-ylcarbonyl)pyridin-3-yl]acetamide (Example 308), methyl 2-bromopropionate and cesium carbonate. Purified using preparative HPLC (method 1) to afford the title compound. Starting materials: O=CC=Cc1ccc(C(F)(F)F)cc1, CC(C)(SC(CO)CO)C(O)(Cn1cncn1)c1ccc(C(F)(F)F)cc1. Reaction SMILES: [F:28][C:29]([c:30]1[cH:31][cH:32][c:33]([CH:34]=[CH:35][CH:36]=[O:37])[cH:38][cH:39]1)([F:40])[F:41].[OH:1][CH2:2][CH:3]([CH2:4][OH:5])[S:6][C:7]([C:8]([CH2:9][n:10]1[n:11][cH:12][n:13][cH:14]1)([OH:15])[c:16]1[cH:17][cH:18][c:19]([C:22]([F:23])([F:24])[F:25])[cH:20][cH:21]1)([CH3:26])[CH3:27]>>[O:1]1[CH2:2][CH:3]([S:6][C:7]([C:8]([CH2:9][n:10]2[n:11][cH:12][n:13][cH:14]2)([OH:15])[c:16]2[cH:17][cH:18][c:19]([C:22]([F:23])([F:24])[F:25])[cH:20][cH:21]2)([CH3:26])[CH3:27])[CH2:4][O:5][CH:36]1[CH:35]=[CH:34][c:33]1[cH:32][cH:31][c:30]([C:29]([F:28])([F:40])[F:41])[cH:39][cH:38]1. Product: CC(C)(SC1COC(C=Cc2ccc(C(F)(F)F)cc2)OC1)C(O)(Cn1cncn1)c1ccc(C(F)(F)F)cc1. Reactants: C1(=CC=CC=C1)[C@H](CO)CC ((R)-2-phenyl-butan-1-ol), C1(=CC=CC=C1)P(C1=CC=CC=C1)C1=CC=CC=C1 (triphenylphosphine), N1C=NC=C1 (imidazole), II (iodine). Run in ClCCl (dichloromethane), ClCCl (dichloromethane). Conditions: time 8 hour. The product is IC[C@H](CC)C1=CC=CC=C1 (((R)-1-Iodomethyl-propyl)-benzene). As a reaction SMILES: C1(P(C2C=CC=CC=2)C2C=CC=CC=2)C=CC=CC=1.N1C=CN=C1.[I:25]I.[C:27]1([C@@H:33]([CH2:36][CH3:37])[CH2:34]O)[CH:32]=[CH:31][CH:30]=[CH:29][CH:28]=1>ClCCl>[I:25][CH2:34][C@@H:33]([C:27]1[CH:32]=[CH:31][CH:30]=[CH:29][CH:28]=1)[CH2:36][CH3:37]. Procedure: To a solution of triphenylphosphine (15.4 g, 59 mmol) and imidazole (3.99 g, 59 mmol) in dichloromethane (150 ml) at room temperature was added portionwise iodine (14.9 g, 50 mmol) at such a rate that the temperature of the reaction mixture did not rise above 30° C. To the mixture was then added a solution of (R)-2-phenyl-butan-1-ol (7.34 g, 41 mmol, CAS 16460-75-6) in dichloromethane (50 ml) and the mixture was then stirred at room temperature overnight. The mixture was then concentrated in vac...